This data is from the Open Reaction Database (ORD), a public repository of structured organic reaction records. The task is: describe an organic reaction: reactants, conditions, products, and yield The reactants are BrC1=CC(=C(C(=C1)C)N1N=C(C(=C1CC)CC1=C(C=CC2=CC=CC=C12)OCC)CC)C (1-(4-bromo-2,6-dimethylphenyl)4-(2-ethoxy-naphthalen-1ylmethyl)-3,5-diethyl-1H pyrazole), C(=O)=O.CC(=O)C (dry ice acetone), solution, C(CCC)[Li] (n-butyl lithium), C(CC)=O (propionaldehyde). The solvent is O1CCCC1 (tetrahydrofuran), CCCCCC (hexane). Run at time 10 minute. Yields the product C(C)OC1=C(C2=CC=CC=C2C=C1)CC=1C(=NN(C1CC)C1=C(C=C(C=C1C)C(CC)O)C)CC (1-{4-[4-(2-Ethoxy-naphthalen-1-ylmethyl)-3,5-diethyl-pyrazol-1-yl]-3,5-dimethylphenyl}-propan-1-ol). As a reaction SMILES: Br[C:2]1[CH:7]=[C:6]([CH3:8])[C:5]([N:9]2[C:13]([CH2:14][CH3:15])=[C:12]([CH2:16][C:17]3[C:26]4[C:21](=[CH:22][CH:23]=[CH:24][CH:25]=4)[CH:20]=[CH:19][C:18]=3[O:27][CH2:28][CH3:29])[C:11]([CH2:30][CH3:31])=[N:10]2)=[C:4]([CH3:32])[CH:3]=1.[C:33](=[O:35])=O.[CH3:36][C:37](C)=O.C([Li])CCC.C(=O)CC>O1CCCC1.CCCCCC>[CH2:28]([O:27][C:18]1[CH:19]=[CH:20][C:21]2[C:26](=[CH:25][CH:24]=[CH:23][CH:22]=2)[C:17]=1[CH2:16][C:12]1[C:11]([CH2:30][CH3:31])=[N:10][N:9]([C:5]2[C:6]([CH3:8])=[CH:7][C:2]([CH:33]([OH:35])[CH2:36][CH3:37])=[CH:3][C:4]=2[CH3:32])[C:13]=1[CH2:14][CH3:15])[CH3:29] |f:1.2|. Procedure details: A solution of 1-(4-bromo-2,6-dimethylphenyl)4-(2-ethoxy-naphthalen-1ylmethyl)-3,5-diethyl-1H pyrazole (0.200 g, 0.41 mmol) in 1.0 ml of anhydrous tetrahydrofuran was added dropwise to a dry ice-acetone both cooled 2.5 M solution of n-butyl lithium (0.179 ml, 0.45 mmol) in hexane. After stirring the reaction mixture 10 minutes, propionaldehyde (0.089 ml, 1.23 mmol) was added. The resulting mixture was stirred 10 minutes, and then removed from the cooling bath and stirred 2 hours. 0.5 ml aqueous s...